This data is from the Open Reaction Database (ORD), a public repository of structured organic reaction records. The task is: describe an organic reaction: reactants, conditions, products, and yield The reactants are NCC1=CC=C(C=C1)C=1NC(=C(N1)C1=CC=CC=C1)C1=CC=NC=C1 (2-(4-Aminomethylphenyl)-4-phenyl-5-(4-pyridyl)-imidazole), OC(=O)CCCC[C@@H]1SC[C@@H]2NC(=O)N[C@H]12.ON1C(CCC1=O)=O (N-hydroxysuccinimide biotin). Solvent: CN(C)C=O (DMF). Yields the product C(CCCC[C@@H]1SC[C@@H]2NC(=O)N[C@H]12)(=O)NCC1=CC=C(C=C1)C=1N(C(=C(N1)C1=CC=CC=C1)C1=CC=NC=C1)C (2-(4-Biotinamidomethylphenyl)-1-methyl-4-phenyl-5-(4-pyridyl)-imidazole). As a reaction SMILES: [NH2:1][CH2:2][C:3]1[CH:8]=[CH:7][C:6]([C:9]2[NH:10][C:11]([C:20]3[CH:25]=[CH:24][N:23]=[CH:22][CH:21]=3)=[C:12]([C:14]3[CH:19]=[CH:18][CH:17]=[CH:16][CH:15]=3)[N:13]=2)=[CH:5][CH:4]=1.[OH:26][C:27]([CH2:29][CH2:30][CH2:31][CH2:32][C@H:33]1[C@@H:41]2[C@@H:36]([NH:37][C:38]([NH:40]2)=[O:39])[CH2:35][S:34]1)=O.ON1C(=O)CC[C:44]1=O>CN(C=O)C>[C:27]([NH:1][CH2:2][C:3]1[CH:8]=[CH:7][C:6]([C:9]2[N:10]([CH3:44])[C:11]([C:20]3[CH:21]=[CH:22][N:23]=[CH:24][CH:25]=3)=[C:12]([C:14]3[CH:19]=[CH:18][CH:17]=[CH:16][CH:15]=3)[N:13]=2)=[CH:5][CH:4]=1)(=[O:26])[CH2:29][CH2:30][CH2:31][CH2:32][C@H:33]1[C@@H:41]2[C@@H:36]([NH:37][C:38]([NH:40]2)=[O:39])[CH2:35][S:34]1 |f:1.2|. Procedure details: To a solution containing 2-(4-Aminomethylphenyl)-4-phenyl-5-(4-pyridyl)-imidazole (1 equivalent) in DMF was added N-hydroxysuccinimide biotin (1.2 eq). Follwing normal workup and chromatography the title compound was obtained: CIMS (NH3, m/z): 523 (M++H). Reactants: CC1(OB(OC1(C)C)C1=CC2=C(N=C(S2)NC(C)=O)C=C1)C (N-(6-(4,4,5,5-tetramethyl-1,3,2-dioxaborolan-2-yl)benzo[d]thiazol-2-yl)acetamide), BrC=1N=C(SC1)S(=O)(=O)C1=CC=C(C=C1)F (4-bromo-2-(4-fluorophenylsulfonyl)thiazole), C(=O)([O-])[O-].[Na+].[Na+] (Na2CO3), O1CCOCC1 (dioxane). Reagents/catalysts: C=1C=CC(=CC1)[P](C=2C=CC=CC2)(C=3C=CC=CC3)[Pd]([P](C=4C=CC=CC4)(C=5C=CC=CC5)C=6C=CC=CC6)([P](C=7C=CC=CC7)(C=8C=CC=CC8)C=9C=CC=CC9)[P](C=1C=CC=CC1)(C=1C=CC=CC1)C=1C=CC=CC1 (tetrakis(triphenylphosphine)palladium(0)). Solvent: CS(=O)C (DMSO). Conditions: temperature 95 celsius, time 8 hour. The product is FC1=CC=C(C=C1)S(=O)(=O)C=1SC=C(N1)C1=CC2=C(N=C(S2)NC(C)=O)C=C1 (N-(6-(2-(4-fluorophenylsulfonyl)thiazol-4-yl)benzo[d]thiazol-2-yl)acetamide). Reaction SMILES: CC1(C)C(C)(C)OB([C:9]2[CH:21]=[CH:20][C:12]3[N:13]=[C:14]([NH:16][C:17](=[O:19])[CH3:18])[S:15][C:11]=3[CH:10]=2)O1.Br[C:24]1[N:25]=[C:26]([S:29]([C:32]2[CH:37]=[CH:36][C:35]([F:38])=[CH:34][CH:33]=2)(=[O:31])=[O:30])[S:27][CH:28]=1.C([O-])([O-])=O.[Na+].[Na+].O1CCOCC1>CS(C)=O.C1C=CC([P]([Pd]([P](C2C=CC=CC=2)(C2C=CC=CC=2)C2C=CC=CC=2)([P](C2C=CC=CC=2)(C2C=CC=CC=2)C2C=CC=CC=2)[P](C2C=CC=CC=2)(C2C=CC=CC=2)C2C=CC=CC=2)(C2C=CC=CC=2)C2C=CC=CC=2)=CC=1>[F:38][C:35]1[CH:34]=[CH:33][C:32]([S:29]([C:26]2[S:27][CH:28]=[C:24]([C:9]3[CH:21]=[CH:20][C:12]4[N:13]=[C:14]([NH:16][C:17](=[O:19])[CH3:18])[S:15][C:11]=4[CH:10]=3)[N:25]=2)(=[O:31])=[O:30])=[CH:37][CH:36]=1 |f:2.3.4,^1:58,60,79,98|. Procedure: A RBF was charged with N-(6-(4,4,5,5-tetramethyl-1,3,2-dioxaborolan-2-yl)benzo[d]thiazol-2-yl)acetamide (0.5 g, 1 mmol), 4-bromo-2-(4-fluorophenylsulfonyl)thiazole (0.4 g, 1 mmol), 2 M Na2CO3 (1 mL, 2 mmol), tetrakis(triphenylphosphine)palladium(0) (0.2 g, 0.2 mmol), and dioxane (6 mL). The flask was placed into a pre-heated (95° C.) bath and allowed to stir under an inert atmosphere overnight. The mixture was diluted with DMSO and filtered. The crude was purified by reverse-phase HPLC to give N... Starting materials: F[C@@]12[C@]3(C=CC(C=C3CC[C@H]1[C@@H]1CC=C(C(C)=O)[C@]1(C[C@@H]2O)C)=O)C (9-fluoro-11β-hydroxypregna-1,4,16-triene-3,20-dione), C(C)(=O)[O-].[Na+] (Sodium acetate), O.C1(=CC=C(C=C1)S(=O)(=O)O)C (p-toluenesulfonic acid hydrate). Solvent: C(C)(=O)O (acetic acid), C(C)(=O)OC(C)=O (acetic anhydride). Reaction conditions: time 60 hour. The product is C(C)(=O)O[C@@H]1[C@@]2([C@]3(C=CC(C=C3CC[C@H]2[C@@H]2CC=C(C(C)=O)[C@]2(C1)C)=O)C)F (11β-(Acetyloxy)-9-fluoropregna-1,4,16-triene-3,20-dione). Isolated yield 80.2%. Reaction SMILES: [F:1][C@:2]12[C@@H:21]([OH:22])[CH2:20][C@@:19]3([CH3:23])[C@@H:12]([CH2:13][CH:14]=[C:15]3[C:16](=[O:18])[CH3:17])[C@@H:11]1[CH2:10][CH2:9][C:8]1[C@:3]2([CH3:25])[CH:4]=[CH:5][C:6](=[O:24])[CH:7]=1.O.C1(C)C=CC(S(O)(=O)=O)=CC=1.[C:38]([O-])(=[O:40])[CH3:39].[Na+]>C(O)(=O)C.C(OC(=O)C)(=O)C>[C:38]([O:22][C@H:21]1[CH2:20][C@@:19]2([CH3:23])[C@@H:12]([CH2:13][CH:14]=[C:15]2[C:16](=[O:18])[CH3:17])[C@H:11]2[C@@:2]1([F:1])[C@:3]1([CH3:25])[C:8]([CH2:9][CH2:10]2)=[CH:7][C:6](=[O:24])[CH:5]=[CH:4]1)(=[O:40])[CH3:39] |f:1.2,3.4|. Procedure: A solution of 9-fluoro-11β-hydroxypregna-1,4,16-triene-3,20-dione (1.0g) in a mixture of acetic acid (70 ml) and acetic anhydride (70 ml) containing p-toluenesulfonic acid hydrate (500 mg) is stirred at room temperature for 60 hours. Sodium acetate (2.0g) is added and the mixture is concentrated in vacuo. The residue is mixed with water and washed with a dilute sodium bicarbonate solution and water, dried and the residue is crystallized from ethyl acetate-hexane to afford 0.9g of the title compo... As a reaction SMILES: [CH3:1][O:2][C:3](=[O:4])[c:5]1[cH:6][cH:7][c:8]2[nH:9][c:10]3[cH:11][cH:12][cH:13][cH:14][c:15]3[c:16]2[cH:17]1.[CH3:21][OH:22].[ClH:20].[Na+:19].[OH-:18]>>[O:2]=[C:3]([OH:4])[c:5]1[cH:6][cH:7][c:8]2[nH:9][c:10]3[cH:11][cH:12][cH:13][cH:14][c:15]3[c:16]2[cH:17]1. The product is O=C(O)c1ccc2[nH]c3ccccc3c2c1. Reactants: COC(=O)c1ccc2[nH]c3ccccc3c2c1, CO, Cl, [Na+], [OH-]. The reactants are C1(=CC=CC=C1)P(C1=CC=CC=C1)C1=CC=CC=C1 (triphenylphosphine), N(=NC(=O)OCC)C(=O)OCC (diethyl azodicarboxylate), C(=O)(OC(C)(C)C)N1[C@@H](CC1)CO (1-BOC-2-(S)-azetidinemethanol), ClC1=NC=CC=C1O (2-chloro-3-pyridinol). Solvent: C1CCOC1 (THF). Reaction conditions: time 15 minute. Yields the product ClC1=NC=CC=C1OC[C@H]1N(CC1)C(=O)OC(C)(C)C (2-chloro-3-(1-BOC-2-(S)-azetidinylmethoxy)pyridine). The yield is 37.2%. As a reaction SMILES: C1(P(C2C=CC=CC=2)C2C=CC=CC=2)C=CC=CC=1.N(C(OCC)=O)=NC(OCC)=O.[C:32]([N:39]1[CH2:42][CH2:41][C@H:40]1[CH2:43][OH:44])([O:34][C:35]([CH3:38])([CH3:37])[CH3:36])=[O:33].[Cl:45][C:46]1[C:51](O)=[CH:50][CH:49]=[CH:48][N:47]=1>C1COCC1>[Cl:45][C:46]1[C:51]([O:44][CH2:43][C@@H:40]2[CH2:41][CH2:42][N:39]2[C:32]([O:34][C:35]([CH3:38])([CH3:37])[CH3:36])=[O:33])=[CH:50][CH:49]=[CH:48][N:47]=1. Procedure: To a solution of triphenylphosphine (1.73 g, 6.6 mmol) in THF (26 mL) was added diethyl azodicarboxylate (1.04 mL, 6.6 mmol) at 0° C., and the reaction mixture was stirred for 15 minutes. 1-BOC-2-(S)-azetidinemethanol (1.03 g, 5.5 mmol) and 2-chloro-3-pyridinol (785 mg, 6.0 mmol, Aldrich Chemical Co.) were then added. The reaction mixture was allowed to warm slowly to room temperature and stir overnight. Solvent was removed, and the residue was dissolved in ethyl acetate. The solution was washed... Reactants: C(CCC)N1C(N(C(C=2N(C(=NC12)Cl)CC=C)=O)CCCCC=1N=CNC1)=O (3-butyl-8-chloro-1-[4-(1H-imidazol-4-yl)butyl]-7-(2-propen-1-yl)-3,7-dihydro-1H-purine-2,6-dione), ClCC1=C(C=CC=C1)C(F)(F)F (1-(chloromethyl)-2-(trifluoromethyl)benzene), CCN(C(C)C)C(C)C (DIPEA), N1CCOCC1 (morpholine). Reagents/catalysts: C=1C=CC(=CC1)[P](C=2C=CC=CC2)(C=3C=CC=CC3)[Pd]([P](C=4C=CC=CC4)(C=5C=CC=CC5)C=6C=CC=CC6)([P](C=7C=CC=CC7)(C=8C=CC=CC8)C=9C=CC=CC9)[P](C=1C=CC=CC1)(C=1C=CC=CC1)C=1C=CC=CC1 (Pd(PPh3)4). Solvent: CN(C)C=O (DMF). Reaction conditions: time 3 day. The product is C(CCC)N1C(N(C(C=2NC(=NC12)Cl)=O)CCCC=1N=CN(C1)CC1=C(C=CC=C1)C(F)(F)F)=O (3-Butyl-8-chloro-1-[3-(1-{[2-(trifluoromethyl)phenyl]methyl}-1H-imidazol-4-yl)propyl]-3,7-dihydro-1H-purine-2,6-dione). The yield is 25.9%. As a reaction SMILES: [CH2:1]([N:5]1[C:13]2[N:12]=[C:11]([Cl:14])[N:10](CC=C)[C:9]=2[C:8](=[O:18])[N:7]([CH2:19][CH2:20][CH2:21][CH2:22][C:23]2[N:24]=[CH:25][NH:26]C=2)[C:6]1=[O:28])[CH2:2][CH2:3][CH3:4].Cl[CH2:30][C:31]1[CH:36]=[CH:35][CH:34]=[CH:33][C:32]=1[C:37]([F:40])([F:39])[F:38].CCN(C(C)C)C(C)C.N1CCOCC1>CN(C=O)C.C1C=CC([P]([Pd]([P](C2C=CC=CC=2)(C2C=CC=CC=2)C2C=CC=CC=2)([P](C2C=CC=CC=2)(C2C=CC=CC=2)C2C=CC=CC=2)[P](C2C=CC=CC=2)(C2C=CC=CC=2)C2C=CC=CC=2)(C2C=CC=CC=2)C2C=CC=CC=2)=CC=1>[CH2:1]([N:5]1[C:13]2[N:12]=[C:11]([Cl:14])[NH:10][C:9]=2[C:8](=[O:18])[N:7]([CH2:19][CH2:20][CH2:21][C:22]2[N:26]=[CH:25][N:24]([CH2:30][C:31]3[CH:36]=[CH:35][CH:34]=[CH:33][C:32]=3[C:37]([F:38])([F:39])[F:40])[CH:23]=2)[C:6]1=[O:28])[CH2:2][CH2:3][CH3:4] |^1:64,66,85,104|. Procedure: A solution of 3-butyl-8-chloro-1-[4-(1H-imidazol-4-yl)butyl]-7-(2-propen-1-yl)-3,7-dihydro-1H-purine-2,6-dione (150 mg, 0.38 mmol) in anhydrous DMF (3 ml) was treated with 1-(chloromethyl)-2-(trifluoromethyl)benzene (61 μl, 0.42 mmol) and DIPEA (73 μl, 0.42 mmol). The mixture was left to stir at rt under nitrogen for 3 days. The mixture was partitioned between EtOAc and 2M HCl (aq). The organic layer was separated, washed with brine, dried (MgSO4) and concentrated. The crude product was purified... The reactants are N12CCN(CC1)CC2 (1,4-diazabicyclo[2.2.2]octane), C(CCC)[Li] (n-butyllithium), FC=1C=NC=CC1 (3-fluoro-pyridine), C(=O)=O (dry ice). Run in C(C)OCC (diethylether), C(C)OCC (diethylether). Conditions: temperature -20 celsius, time 1 hour. The product is FC=1C(=NC=CC1)C(=O)O (3-fluoro-pyridine-2-carboxylic acid). The yield is 83.0%. RXN SMILES: N12CCN(CC1)CC2.C([Li])CCC.[F:14][C:15]1[CH:16]=[N:17][CH:18]=[CH:19][CH:20]=1.[C:21](=[O:23])=[O:22]>C(OCC)C>[F:14][C:15]1[C:16]([C:21]([OH:23])=[O:22])=[N:17][CH:18]=[CH:19][CH:20]=1. Procedure details: To a solution of 1,4-diazabicyclo[2.2.2]octane (1.15 g, 10.3 mmol) in diethylether (50 ml) is added n-butyllithium (2.6M in hexane) (3.95 ml, 10.3 mmol) at −78° C. The reaction mixture is stirred at −20° C. for 1 h followed by the addition of a solution of 3-fluoro-pyridine (1.00 g, 10.29 mmol) in diethylether (30 ml) at −78° C. The yellow suspension is stirred at −60° C. for 1 h and then cooled to −78° C. followed by the addition of excess dry ice. The resulting solution allowed to warm to to −...